Dataset: the Open Reaction Database (ORD), a public repository of structured organic reaction records. Task: describe an organic reaction: reactants, conditions, products, and yield The reactants are BrC1=CC=CC(=N1)C1=NN(C2=NC(=NC=C21)NCCN2CCOCC2)COCC[Si](C)(C)C ([3-(6-bromo-pyridin-2-yl)-1-(2-trimethylsilanyl-ethoxymethyl)-1H-pyrazolo[3,4-d]pyrimidin-6-yl]-(2-morpholin-4-yl-ethyl)-amine), S1C=C(C=C1)NC (thiophen-3-yl-methylamine), CN(C)C1=CC=CC=C1C2=CC=CC=C2P(C3CCCCC3)C4CCCCC4 (DavePhos), C(C)(C)(C)O[Na] (t-BuONa). The reagents and catalysts are C=1C=CC(=CC1)/C=C/C(=O)/C=C/C2=CC=CC=C2.C=1C=CC(=CC1)/C=C/C(=O)/C=C/C2=CC=CC=C2.C=1C=CC(=CC1)/C=C/C(=O)/C=C/C2=CC=CC=C2.[Pd].[Pd] (Pd2(dba)3). Solvent: O1CCOCC1 (dioxane). Reaction conditions: temperature 105 celsius, time 8 hour. Product: N1(CCOCC1)CCNC1=NC=C2C(=N1)N(N=C2C2=NC(=CC=C2)NCC2=CSC=C2)COCC[Si](C)(C)C ((2-morpholin-4-yl-ethyl)-[3-{6-[(thiophen-3-ylmethyl)-amino]-pyridin-2-yl}-1-(2-trimethylsilanyl-ethoxymethyl)-1H-pyrazolo[3,4-d]pyrimidin-6-yl]-amine). As a reaction SMILES: Br[C:2]1[N:7]=[C:6]([C:8]2[C:16]3[C:11](=[N:12][C:13]([NH:17][CH2:18][CH2:19][N:20]4[CH2:25][CH2:24][O:23][CH2:22][CH2:21]4)=[N:14][CH:15]=3)[N:10]([CH2:26][O:27][CH2:28][CH2:29][Si:30]([CH3:33])([CH3:32])[CH3:31])[N:9]=2)[CH:5]=[CH:4][CH:3]=1.[S:34]1[CH:38]=[CH:37][C:36](NC)=[CH:35]1.[CH3:41][N:42](C1C(C2C(P(C3CCCCC3)C3CCCCC3)=CC=CC=2)=CC=CC=1)C.C(O[Na])(C)(C)C>C1C=CC(/C=C/C(/C=C/C2C=CC=CC=2)=O)=CC=1.C1C=CC(/C=C/C(/C=C/C2C=CC=CC=2)=O)=CC=1.C1C=CC(/C=C/C(/C=C/C2C=CC=CC=2)=O)=CC=1.[Pd].[Pd].O1CCOCC1>[N:20]1([CH2:19][CH2:18][NH:17][C:13]2[N:12]=[C:11]3[N:10]([CH2:26][O:27][CH2:28][CH2:29][Si:30]([CH3:33])([CH3:32])[CH3:31])[N:9]=[C:8]([C:6]4[CH:5]=[CH:4][CH:3]=[C:2]([NH:42][CH2:41][C:36]5[CH:37]=[CH:38][S:34][CH:35]=5)[N:7]=4)[C:16]3=[CH:15][N:14]=2)[CH2:25][CH2:24][O:23][CH2:22][CH2:21]1 |f:4.5.6.7.8|. Procedure details: A sealed tube was charged with [3-(6-bromo-pyridin-2-yl)-1-(2-trimethylsilanyl-ethoxymethyl)-1H-pyrazolo[3,4-d]pyrimidin-6-yl]-(2-morpholin-4-yl-ethyl)-amine (from Example 32 supra) (320 mg, 0.60 mmol), thiophen-3-yl-methylamine (81 mg, 0.72 mmol), Pd2(dba)3 (34 mg), DavePhos (47 mg), t-BuONa (69 mg, 0.72 mmol) and dioxane (12 mL). The mixture was stirred at 105° C. under an atmosphere of N2 for 8 hours. After cooling to room temperature, the mixture was filtered and concentrated under reduced p... Reactants: aqueous solution, [OH-].[Na+] (sodium hydroxide), S(=O)(=O)([O-])[O-].[Mg+2] (magnesium sulfate), [H-].[Al+3].[Li+].[H-].[H-].[H-] (lithium aluminum hydride), C(CCC)N1CCC(CC1)=CC(=O)OCC (ethyl 1-n-butyl-4-piperidylideneacetate). Run in O (water), C1CCOC1 (THF), C1CCOC1 (THF), O (water). Run at time 2 hour. Yields the product C(CCC)N1CCC(CC1)CCO (2-(1-n-Butyl-4-piperidyl)ethanol). Isolated yield 98.7%. RXN SMILES: [H-].[Al+3].[Li+].[H-].[H-].[H-].[CH2:7]([N:11]1[CH2:16][CH2:15][C:14](=[CH:17][C:18](OCC)=[O:19])[CH2:13][CH2:12]1)[CH2:8][CH2:9][CH3:10].[OH-].[Na+].S([O-])([O-])(=O)=O.[Mg+2]>C1COCC1.O>[CH2:7]([N:11]1[CH2:16][CH2:15][CH:14]([CH2:17][CH2:18][OH:19])[CH2:13][CH2:12]1)[CH2:8][CH2:9][CH3:10] |f:0.1.2.3.4.5,7.8,9.10|. Reported procedure: A suspension of lithium aluminum hydride (0.96 g) in THF (90 ml) was ice-cooled, to which was added dropwise a solution of ethyl 1-n-butyl-4-piperidylideneacetate (3.40 g) obtained in Preparation Example 11 in THF (60 ml) over a period of 10 minutes with stirring. The mixture was stirred under ice-cooling for 10 minutes, and then at room temperature for further 2 hours. To the reaction solution were successively added water (4 ml), a 15% aqueous solution of sodium hydroxide (4 ml), water (12 ml)... Procedure details: The title compound, was prepared from 6-Methyl-3-(5-methyl-pyridin-3-ylamino)-pyridine-2-carboxylic acid ethyl ester and 4-Amino-2-methylthiazole in accordance with the general method of Example 78, step 2 to yield the final compound as a light-yellow solid, MS (ISP): m/e=340.1 (M+H+). Product: CC=1SC=C(N1)NC(=O)C1=NC(=CC=C1NC=1C=NC=C(C1)C)C (6-Methyl-3-(5-methyl-pyridin-3-ylamino)-pyridine-2-carboxylic acid (2-methyl-thiazol-4-yl)-amide). The reactants are C(C)OC(=O)C1=NC(=CC=C1NC=1C=NC=C(C1)C)C (6-Methyl-3-(5-methyl-pyridin-3-ylamino)-pyridine-2-carboxylic acid ethyl ester), NC=1N=C(SC1)C (4-Amino-2-methylthiazole). Reaction SMILES: C(O[C:4]([C:6]1[C:11]([NH:12][C:13]2[CH:14]=[N:15][CH:16]=[C:17]([CH3:19])[CH:18]=2)=[CH:10][CH:9]=[C:8]([CH3:20])[N:7]=1)=[O:5])C.[NH2:21][C:22]1[N:23]=[C:24]([CH3:27])[S:25][CH:26]=1>>[CH3:27][C:24]1[S:25][CH:26]=[C:22]([NH:21][C:4]([C:6]2[C:11]([NH:12][C:13]3[CH:14]=[N:15][CH:16]=[C:17]([CH3:19])[CH:18]=3)=[CH:10][CH:9]=[C:8]([CH3:20])[N:7]=2)=[O:5])[N:23]=1. Reactants: CC(=O)O, ClC(Cl)Cl, N, O=C1CCC(=O)N1Br, COC(=O)c1ccc2c(c1)[nH]c(=O)c1ccsc12, O. Yields the product COC(=O)c1ccc2c(c1)[nH]c(=O)c1cc(Br)sc12. As a reaction SMILES: [CH3:33][C:34](=[O:35])[OH:36].[CH:29]([Cl:30])([Cl:31])[Cl:32].[NH3:28].[O:19]=[C:20]1[N:21]([Br:26])[C:22](=[O:23])[CH2:24][CH2:25]1.[O:1]=[c:2]1[nH:3][c:4]2[cH:5][c:6]([C:15](=[O:16])[O:17][CH3:18])[cH:7][cH:8][c:9]2[c:10]2[c:11]1[cH:12][cH:13][s:14]2.[OH2:27]>>[O:1]=[c:2]1[nH:3][c:4]2[cH:5][c:6]([C:15](=[O:16])[O:17][CH3:18])[cH:7][cH:8][c:9]2[c:10]2[c:11]1[cH:12][c:13]([Br:26])[s:14]2. Starting materials: COc1ccc(S(=O)(=O)NC(OC2CCCCC2)C(O)C(Cc2ccccc2)NC(=O)OC(C)(C)C)cc1, CN(C)C=O, CCN=C=NCCCN(C)C, CCN(C(C)C)C(C)C, Cl, Cl, NC(=O)CC(NC(=O)c1ccc2ccccc2n1)C(=O)O, O, On1nnc2ccccc21, O=C(O)C(F)(F)F. The product is COc1ccc(S(=O)(=O)NC(OC2CCCCC2)C(O)C(Cc2ccccc2)NC(=O)C(CC(N)=O)NC(=O)c2ccc3ccccc3n2)cc1. RXN SMILES: [CH2:1]([c:2]1[cH:3][cH:4][cH:5][cH:6][cH:7]1)[CH:8]([CH:9]([CH:10]([O:11][CH:12]1[CH2:13][CH2:14][CH2:15][CH2:16][CH2:17]1)[NH:18][S:19](=[O:20])(=[O:21])[c:22]1[cH:23][cH:24][c:25]([O:28][CH3:29])[cH:26][cH:27]1)[OH:30])[NH:31][C:32]([O:33][C:34]([CH3:35])([CH3:36])[CH3:37])=[O:38].[CH3:100][N:101]([CH3:102])[CH:103]=[O:104].[CH3:73][N:74]([CH3:75])[CH2:76][CH2:77][CH2:78][N:79]=[C:80]=[N:81][CH2:82][CH3:83].[CH:84]([N:85]([CH:86]([CH3:87])[CH3:88])[CH2:89][CH3:90])([CH3:91])[CH3:92].[ClH:39].[ClH:72].[NH2:40][C:41]([CH2:42][CH:43]([C:44]([OH:45])=[O:46])[NH:47][C:48](=[O:49])[c:50]1[n:51][c:52]2[cH:53][cH:54][cH:55][cH:56][c:57]2[cH:58][cH:59]1)=[O:60].[OH2:61].[OH:62][n:63]1[c:64]2[cH:65][cH:66][cH:67][cH:68][c:69]2[n:70][n:71]1.[OH:93][C:94]([C:95]([F:96])([F:97])[F:98])=[O:99]>>[CH2:1]([c:2]1[cH:3][cH:4][cH:5][cH:6][cH:7]1)[CH:8]([CH:9]([CH:10]([O:11][CH:12]1[CH2:13][CH2:14][CH2:15][CH2:16][CH2:17]1)[NH:18][S:19](=[O:20])(=[O:21])[c:22]1[cH:23][cH:24][c:25]([O:28][CH3:29])[cH:26][cH:27]1)[OH:30])[NH:31][C:32](=[O:38])[CH:43]([CH2:42][C:41]([NH2:40])=[O:60])[NH:47][C:48](=[O:49])[c:50]1[n:51][c:52]2[cH:53][cH:54][cH:55][cH:56][c:57]2[cH:58][cH:59]1. Starting materials: C1(CC1)N1C=C(C(C2=C(C(=C(C(=C12)OC(F)F)F)F)[N+](=O)[O-])=O)C(=O)OCC (ethyl 1-cyclopropyl-8-difluoromethoxy-6,7-difluoro-5-nitro-1,4-dihydro-4-oxoquinoline-3-carboxylate), ( XX ), [H][H] (hydrogen). Reagents/catalysts: [Pd] (palladium-on-carbon). Solvent: C(C)(=O)O (acetic acid). The product is NC1=C2C(C(=CN(C2=C(C(=C1F)F)OC(F)F)C1CC1)C(=O)OCC)=O (ethyl 5-amino-1-cyclopropyl-8-difluoromethoxy-6,7-difluoro-1,4-dihydro-4-oxoquinoline-3-carboxylate). Isolated yield 64.3%. As a reaction SMILES: [CH:1]1([N:4]2[C:13]3[C:8](=[C:9]([N+:20]([O-])=O)[C:10]([F:19])=[C:11]([F:18])[C:12]=3[O:14][CH:15]([F:17])[F:16])[C:7](=[O:23])[C:6]([C:24]([O:26][CH2:27][CH3:28])=[O:25])=[CH:5]2)[CH2:3][CH2:2]1.[H][H]>C(O)(=O)C.[Pd]>[NH2:20][C:9]1[C:10]([F:19])=[C:11]([F:18])[C:12]([O:14][CH:15]([F:16])[F:17])=[C:13]2[C:8]=1[C:7](=[O:23])[C:6]([C:24]([O:26][CH2:27][CH3:28])=[O:25])=[CH:5][N:4]2[CH:1]1[CH2:3][CH2:2]1. Procedure: 3.0 g (0.0074 moles) of ethyl 1-cyclopropyl-8-difluoromethoxy-6,7-difluoro-5-nitro-1,4-dihydro-4-oxoquinoline-3-carboxylate [(XX), R1 =--OCHF2, R3' =NO2, R17 =C2H5, X=F] [prepared as described in step (e) above] were dissolved in 800 ml of acetic acid by heating. 0.75 g of 5% w/w palladium-on-carbon was then added to the solution, and the mixture was stirred at 70°-80° C. for 3 hours under a current of hydrogen. At the end of this time, the reaction mixture was filtered, and the filtrate was con... Starting materials: C(C)N1CCOCC1 (N-ethylmorpholine), Cl.C(C1=CC=CC=C1)ON (O-benzylhydroxylamine hydrochloride), C(C)N1CCOCC1 (N-ethylmorpholine), O.OC1=CC=CC=2NN=NC21 (hydroxybenzotriazole hydrate), C(C)N=C=NCCCN(C)C (N-ethyl-N'-(3-dimethylaminopropyl)-carbodiimide), C(=O)(O)[C@@H](CN1C(N(C(C1=O)(C)C)C)=O)[C@H](C(=O)N1CCCCC1)CC1CCCC1 (1-[2(R)-[1(R)-carboxy-2-(3,4,4-trimethyl-2,5-dioxo-1-imidazolidinyl)ethyl]-3-cyclopentylpropionyl)piperidine). Solvent: C(Cl)Cl (methylene chloride), C(Cl)Cl (methylene chloride). Reaction conditions: time 20 minute. Yields the product C(C1=CC=CC=C1)ONC(=O)[C@@H](CN1C(N(C(C1=O)(C)C)C)=O)[C@H](C(=O)N1CCCCC1)CC1CCCC1 (1-[2(R)-[1(R)-(benzyloxycarbamoyl)-2-(3,4,4-trimethyl-2,5-dioxo-1-imidazolidinyl)ethyl]-3-cyclopentylpropionyl)piperidine). Isolated yield 73.1%. RXN SMILES: C(N1CCOCC1)C.O.OC1C2N=NNC=2C=CC=1.C(N=C=NCCCN(C)C)C.[C:31]([C@H:34]([C@@H:46]([CH2:55][CH:56]1[CH2:60][CH2:59][CH2:58][CH2:57]1)[C:47]([N:49]1[CH2:54][CH2:53][CH2:52][CH2:51][CH2:50]1)=[O:48])[CH2:35][N:36]1[C:40](=[O:41])[C:39]([CH3:43])([CH3:42])[N:38]([CH3:44])[C:37]1=[O:45])(O)=[O:32].Cl.[CH2:62]([O:69][NH2:70])[C:63]1[CH:68]=[CH:67][CH:66]=[CH:65][CH:64]=1>C(Cl)Cl>[CH2:62]([O:69][NH:70][C:31]([C@H:34]([C@@H:46]([CH2:55][CH:56]1[CH2:57][CH2:58][CH2:59][CH2:60]1)[C:47]([N:49]1[CH2:50][CH2:51][CH2:52][CH2:53][CH2:54]1)=[O:48])[CH2:35][N:36]1[C:40](=[O:41])[C:39]([CH3:43])([CH3:42])[N:38]([CH3:44])[C:37]1=[O:45])=[O:32])[C:63]1[CH:68]=[CH:67][CH:66]=[CH:65][CH:64]=1 |f:1.2,5.6|. Procedure details: 0.74 g of N-ethylmorpholine, 0.60 g of hydroxybenzotriazole hydrate and 0.75 g of N-ethyl-N'-(3-dimethylaminopropyl)-carbodiimide were added at 0° in succession to a solution of 1.38 g of 1-[2(R)-[1(R)-carboxy-2-(3,4,4-trimethyl-2,5-dioxo-1-imidazolidinyl)ethyl]-3-cyclopentylpropionyl)piperidine VI in 13 ml of methylene chloride and the mixture was stirred at 0° for 20 min. The reaction mixture was treated with 0.45 g of N-ethylmorpholine and 0.63 g of O-benzylhydroxylamine hydrochloride and sti... The reactants are Cc1ccc(C(=O)O)cc1Br, CCOC(C)=O, CCN(C(C)C)C(C)C, Nc1ccc(CCN2CCCC2)cc1, CN(C)C=O. The product is Cc1ccc(C(=O)Nc2ccc(CCN3CCCC3)cc2)cc1Br. Reaction SMILES: [Br:10][c:11]1[cH:12][c:13]([C:14](=[O:15])[OH:16])[cH:17][cH:18][c:19]1[CH3:20].[CH3:40][CH2:41][O:42][C:43]([CH3:44])=[O:45].[CH:1]([N:2]([CH2:3][CH3:4])[CH:5]([CH3:6])[CH3:7])([CH3:8])[CH3:9].[N:21]1([CH2:26][CH2:27][c:28]2[cH:29][cH:30][c:31]([NH2:34])[cH:32][cH:33]2)[CH2:22][CH2:23][CH2:24][CH2:25]1.[O:35]=[CH:36][N:37]([CH3:38])[CH3:39]>>[Br:10][c:11]1[cH:12][c:13]([C:14](=[O:16])[NH:34][c:31]2[cH:30][cH:29][c:28]([CH2:27][CH2:26][N:21]3[CH2:22][CH2:23][CH2:24][CH2:25]3)[cH:33][cH:32]2)[cH:17][cH:18][c:19]1[CH3:20]. Starting materials: CC(=CCOC(CCCCCCCCC=C)=O)CCC=C(C)C (undec-10-enoic acid 3,7-dimethyl-oct-2,6-dienyl ester), CC(C)=CCC\C(\C)=C\CO (geraniol), C(CCCCCCCCC=C)(=O)O (10-undecenoic acid). Yields the product CC(=CCOC(CCC=C)=O)CCC=C(C)C (Pent-4-enoic Acid 3,7-dimethyl-octa-2,6-dienyl Ester). RXN SMILES: [CH3:1][C:2]([CH2:18][CH2:19][CH:20]=[C:21]([CH3:23])[CH3:22])=[CH:3][CH2:4][O:5][C:6](=[O:17])[CH2:7][CH2:8][CH2:9][CH2:10]CCCCC=C.CC(=CCC/C(=C/CO)/C)C.C(O)(=O)CCCCCCCCC=C>>[CH3:1][C:2]([CH2:18][CH2:19][CH:20]=[C:21]([CH3:23])[CH3:22])=[CH:3][CH2:4][O:5][C:6](=[O:17])[CH2:7][CH2:8][CH:9]=[CH2:10]. Procedure details: According to the same procedure, undec-10-enoic acid 3,7-dimethyl-oct-2,6-dienyl ester was prepared from geraniol and 10-undecenoic acid. Starting materials: BrC1=CC=2C(=NC=C(N2)CCC2=CC(=CC(=C2)OC)OC)N1 (6-bromo-2-[2-(3,5-dimethoxyphenyl)ethyl]-5H-pyrrolo[2,3-b]pyrazine), C(#N)C1=C(C=C(C=C1)B(O)O)F ((4-cyano-3-fluorophenyl)boronic acid). The product is COC=1C=C(CCC=2N=C3C(=NC2)NC(=C3)C=3C=CC(=C(C#N)C3)F)C=C(C1)OC (5-(2-(3,5-Dimethoxyphenethyl)-5H-pyrrolo[2,3-b]pyrazin-6-yl)-2-fluorobenzonitrile). RXN SMILES: Br[C:2]1[NH:22][C:5]2=[N:6][CH:7]=[C:8]([CH2:10][CH2:11][C:12]3[CH:17]=[C:16]([O:18][CH3:19])[CH:15]=[C:14]([O:20][CH3:21])[CH:13]=3)[N:9]=[C:4]2[CH:3]=1.[C:23]([C:25]1[CH:30]=[CH:29][C:28](B(O)O)=[CH:27][C:26]=1[F:34])#[N:24]>>[CH3:21][O:20][C:14]1[CH:13]=[C:12]([CH:17]=[C:16]([O:18][CH3:19])[CH:15]=1)[CH2:11][CH2:10][C:8]1[N:9]=[C:4]2[CH:3]=[C:2]([C:29]3[CH:28]=[CH:27][C:26]([F:34])=[C:25]([CH:30]=3)[C:23]#[N:24])[NH:22][C:5]2=[N:6][CH:7]=1. Procedure details: The compound was prepared by using procedures analogous to those described for the synthesis of Example 53, Step 2 starting from 6-bromo-2-[2-(3,5-dimethoxyphenyl)ethyl]-5H-pyrrolo[2,3-b]pyrazine and (4-cyano-3-fluorophenyl)boronic acid (from Aldrich). LCMS calculated for C23H20FN4O2(M+H)+: m/z=403.2. Found 403.2.